This data is from the Open Reaction Database (ORD), a public repository of structured organic reaction records. The task is: describe an organic reaction: reactants, conditions, products, and yield Starting materials: NCCC(=O)O (β-alanine), C([O-])([O-])=O.[Mg+2] (magnesium carbonate), OBr (hydroxybromide), resultant solution, 2/3, S(N)([O-])(=O)=O.[Al+3].S(N)([O-])(=O)=O.S(N)([O-])(=O)=O (aluminum sulfamate), Al. Yields the product NCCC(=O)[O-].[Mg+2].NCCC(=O)[O-] (Magnesium β-alaninate). As a reaction SMILES: [NH2:1][CH2:2][CH2:3][C:4]([OH:6])=[O:5].C(=O)([O-])[O-].[Mg+2:11].OBr.S(=O)(=O)([O-])N.[Al+3].S(=O)(=O)([O-])N.S(=O)(=O)([O-])N>O>[NH2:1][CH2:2][CH2:3][C:4]([O-:6])=[O:5].[Mg+2:11].[NH2:1][CH2:2][CH2:3][C:4]([O-:6])=[O:5] |f:1.2,4.5.6.7,9.10.11|. Procedure: Magnesium β-alaninate was prepared by reacting 4.86 grams of β-alanine with 2.5 grams of basic magnesium carbonate (26.3% Mg) in 25 grams of water. The mixture was heated at 75° C. with agitation for one half hour. The hot solution was added to 100 grams of zirconyl hydroxybromide solution (17.5% Zr). To the resultant solution was added 14.2 grams of 2/3 basic aluminum sulfamate, Al(OH)2 (OSO2NH2) (9.19% Al, see U.S. Pat. No. 2,765,213 by S. M. Beekman) with agitation. The solution was evaporate... The solvent is O (water). Run at temperature 75 celsius.